Dataset: the Open Reaction Database (ORD), a public repository of structured organic reaction records. Task: describe an organic reaction: reactants, conditions, products, and yield Starting materials: FC1=C(C=C(C=C1)C=1C=C(C2=C(N1)NN=C2C2=CC=CC=C2)C(=O)O)C(=O)OC (6-[4-fluoro-3-(methoxycarbonyl)phenyl]-3-phenyl-1H-pyrazolo[3,4-b]pyridine-4-carboxylic acid), C(COCCOCCOCCOCCN)N (3,6,9,12-tetraoxatetradecane-1,14-diamine). Product: FC1=C(C(=O)OC)C=C(C=C1)C1=CC(=C2C(=N1)NN=C2C2=CC=CC=C2)C(NCCOCCOCCOCCOCCNC(=O)C2=C1C(=NC(=C2)C2=CC(=C(C=C2)F)C(=O)OC)NN=C1C1=CC=CC=C1)=O (methyl 2-fluoro-5-{4-[(16-{6-[4-fluoro-3-(methoxycarbonyl)phenyl]-3-phenyl-1H-pyrazolo[3,4-b]pyridin-4-yl}-16-oxo-3,6,9,12-tetraoxa-15-azahexadec-1-yl)carbamoyl]-3-phenyl-1H-pyrazolo[3,4-b]pyridin-6-yl}benzoate). Yield: 66.0%. As a reaction SMILES: [F:1][C:2]1[CH:7]=[CH:6][C:5]([C:8]2[CH:9]=[C:10]([C:23](O)=[O:24])[C:11]3[C:16]([C:17]4[CH:22]=[CH:21][CH:20]=[CH:19][CH:18]=4)=[N:15][NH:14][C:12]=3[N:13]=2)=[CH:4][C:3]=1[C:26]([O:28][CH3:29])=[O:27].[CH2:30]([NH2:45])[CH2:31][O:32][CH2:33][CH2:34][O:35][CH2:36][CH2:37][O:38][CH2:39][CH2:40][O:41][CH2:42][CH2:43][NH2:44]>>[F:1][C:2]1[CH:7]=[CH:6][C:5]([C:8]2[N:13]=[C:12]3[NH:14][N:15]=[C:16]([C:17]4[CH:18]=[CH:19][CH:20]=[CH:21][CH:22]=4)[C:11]3=[C:10]([C:23](=[O:24])[NH:44][CH2:43][CH2:42][O:41][CH2:40][CH2:39][O:38][CH2:37][CH2:36][O:35][CH2:34][CH2:33][O:32][CH2:31][CH2:30][NH:45][C:23]([C:10]3[CH:9]=[C:8]([C:5]4[CH:6]=[CH:7][C:2]([F:1])=[C:3]([C:26]([O:28][CH3:29])=[O:27])[CH:4]=4)[N:13]=[C:12]4[NH:14][N:15]=[C:16]([C:17]5[CH:18]=[CH:19][CH:20]=[CH:21][CH:22]=5)[C:11]=34)=[O:24])[CH:9]=2)=[CH:4][C:3]=1[C:26]([O:28][CH3:29])=[O:27]. Procedure details: Obtained according to the process described in Step 1.10, using 6-[4-fluoro-3-(methoxycarbonyl)phenyl]-3-phenyl-1H-pyrazolo[3,4-b]pyridine-4-carboxylic acid [described in Step 1.9.] and 3,6,9,12-tetraoxatetradecane-1,14-diamine, in the form of a white powder (yield: 66%). Procedure details: To a cooled solution of alcohol 3 (710 mg, 1.56 mmol) in acetone (17 ml) was added Jones' reagent (8N-chromic acid solution, 0.77 ml). After 30 minutes, isopropanol (5 ml) was added and the mixture was poured in water and extracted three times with ethyl acetate. The organic layer was washed twice with brine, dried over magnesium sulfate and evaporated to dryness. The crude 12,13Bis(4-methoxyphenyl)-11-pantadecenoic acid was used in the next step without purification. To its solution in anhydrou... Reactants: C(C(C)C)OC(=O)Cl (isobutylchloroformate), CNCCCC (N-methylbutylamine), COC1=CC=C(C=C1)C(=CCCCCCCCCCCO)C(CC)C1=CC=C(C=C1)OC (12,13-Bis (4methoxyphenyl)-11-pentadecenol), CC(=O)C.OS(=O)(=O)O.O=[Cr](=O)=O (Jones' reagent), C(C(C)C)N(CC(C)C)CC(C)C (triisobutylamine). Solvent: C(C)(C)O (isopropanol), C(Cl)Cl (Methylene chloride), O (water), CC(=O)C (acetone). As a reaction SMILES: [CH3:1][O:2][C:3]1[CH:8]=[CH:7][C:6]([C:9]([CH:22]([C:25]2[CH:30]=[CH:29][C:28]([O:31][CH3:32])=[CH:27][CH:26]=2)[CH2:23][CH3:24])=[CH:10][CH2:11][CH2:12][CH2:13][CH2:14][CH2:15][CH2:16][CH2:17][CH2:18][CH2:19][CH2:20][OH:21])=[CH:5][CH:4]=1.CC(C)=O.OS(O)(=O)=O.O=[Cr](=O)=O.C(N(CC(C)C)CC(C)C)C(C)C.C(OC(Cl)=O)C(C)C.[CH3:67][NH:68][CH2:69][CH2:70][CH2:71][CH3:72]>CC(C)=O.O.C(Cl)Cl.C(O)(C)C>[CH2:69]([N:68]([CH3:67])[C:20](=[O:21])[CH2:19][CH2:18][CH2:17][CH2:16][CH2:15][CH2:14][CH2:13][CH2:12][CH2:11][CH:10]=[C:9]([C:6]1[CH:5]=[CH:4][C:3]([O:2][CH3:1])=[CH:8][CH:7]=1)[CH:22]([C:25]1[CH:26]=[CH:27][C:28]([O:31][CH3:32])=[CH:29][CH:30]=1)[CH2:23][CH3:24])[CH2:70][CH2:71][CH3:72] |f:1.2.3|. The yield is 68.0%. Product: C(CCC)N(C(CCCCCCCCCC=C(C(CC)C1=CC=C(C=C1)OC)C1=CC=C(C=C1)OC)=O)C (N-butyl,N-methyl,12,13-Bis(4-methoxyphenyl)-11-pentadecenoic amide). Reaction conditions: time 30 minute. Starting materials: CCOC(C)=O, COC(=O)c1ccc([N+](=O)[O-])cc1C(F)(F)F. Yields the product COC(=O)c1ccc(N)cc1C(F)(F)F. As a reaction SMILES: [CH3:18][CH2:19][O:20][C:21](=[O:22])[CH3:23].[CH3:1][O:2][C:3]([c:4]1[c:5]([C:13]([F:14])([F:15])[F:16])[cH:6][c:7]([N+:10]([O-:11])=[O:12])[cH:8][cH:9]1)=[O:17]>>[CH3:1][O:2][C:3]([c:4]1[c:5]([C:13]([F:14])([F:15])[F:16])[cH:6][c:7]([NH2:10])[cH:8][cH:9]1)=[O:17]. Starting materials: Cl.Cl.N1=C(C=CC=C1)N1CCN(CC1)CCCCN1C(C2(CCC(C1=O)C2(C)C)C)=O (3-[4-[4-(2-pyridyl)-1-piperazinyl]-butyl]-1,8,8-trimethyl-3-azabicyclo[3,2,1]octane-2,4-dione dihydrochloride), O.C1(=CC=C(C=C1)S(=O)(=O)O)C (p-toluenesulphonic acid monohydrate). Solvent: CCOCC (ether), same solvent, alcohol. Yields the product N1=C(C=CC=C1)N1CCN(CC1)CCCCN1C(C2(CCC(C1=O)C2(C)C)C)=O (3-[4-[4-(2-pyridyl)-1-piperazinyl]-butyl]-1,8,8-trimethyl-3-azabicyclo[3,2,1]octane-2,4-dione). Isolated yield 186.2%. Reaction SMILES: Cl.Cl.[N:3]1[CH:8]=[CH:7][CH:6]=[CH:5][C:4]=1[N:9]1[CH2:14][CH2:13][N:12]([CH2:15][CH2:16][CH2:17][CH2:18][N:19]2[C:25](=[O:26])[CH:24]3[C:27]([CH3:29])([CH3:28])[C:21]([CH3:30])([CH2:22][CH2:23]3)[C:20]2=[O:31])[CH2:11][CH2:10]1.O.C1(C)C=CC(S(O)(=O)=O)=CC=1>CCOCC>[N:3]1[CH:8]=[CH:7][CH:6]=[CH:5][C:4]=1[N:9]1[CH2:10][CH2:11][N:12]([CH2:15][CH2:16][CH2:17][CH2:18][N:19]2[C:25](=[O:26])[CH:24]3[C:27]([CH3:28])([CH3:29])[C:21]([CH3:30])([CH2:22][CH2:23]3)[C:20]2=[O:31])[CH2:13][CH2:14]1 |f:0.1.2,3.4|. Procedure: To a solution of 0.399 g (0.001 mol) of compound I obtained according to Example 2, in 5 ml of iospropyl alcohol, there was added a solution of 0.38 g (0.002 mol) of p-toluenesulphonic acid monohydrate in 3 ml of the same solvent. The mixture was thoroughly mixed, and 40 ml of absolute ether was added thereto. The precipitated ditosylate was filtered off and dried in vacuum to yield 0.742 g (~100%) of the product. Mp. 137°-138° C. The reactants are OCCC1=CC(=C(OCC(=O)OCC)C=C1)C(F)(F)F (ethyl 2-[4-(2-hydroxyethyl)-2-(trifluoromethyl)phenoxy]acetate), C1(=CC=CC=C1)P(C1=CC=CC=C1)C1=CC=CC=C1 (triphenylphosphine), C(Br)(Br)(Br)Br (carbon tetrabromide), C([O-])(O)=O.[Na+] (sodium bicarbonate). Solvent: ClCCl (dichloromethane). Conditions: time 30 minute. Yields the product BrCCC1=CC(=C(OCC(=O)OCC)C=C1)C(F)(F)F (ethyl 2-[4-(2-bromoethyl)-2-(trifluoromethyl)phenoxy]acetate). Isolated yield 65.4%. As a reaction SMILES: O[CH2:2][CH2:3][C:4]1[CH:16]=[CH:15][C:7]([O:8][CH2:9][C:10]([O:12][CH2:13][CH3:14])=[O:11])=[C:6]([C:17]([F:20])([F:19])[F:18])[CH:5]=1.C1(P(C2C=CC=CC=2)C2C=CC=CC=2)C=CC=CC=1.C(Br)(Br)(Br)[Br:41].C(=O)(O)[O-].[Na+]>ClCCl>[Br:41][CH2:2][CH2:3][C:4]1[CH:16]=[CH:15][C:7]([O:8][CH2:9][C:10]([O:12][CH2:13][CH3:14])=[O:11])=[C:6]([C:17]([F:20])([F:19])[F:18])[CH:5]=1 |f:3.4|. Procedure details: To a solution of ethyl 2-[4-(2-hydroxyethyl)-2-(trifluoromethyl)phenoxy]acetate (224 mg) in dichloromethane (2 ml) were added triphenylphosphine (260 mg) and carbon tetrabromide (396 mg), and the mixture was stirred for 30 minutes at room temperature. The reaction mixture was poured into a saturated aqueous sodium bicarbonate solution and extracted with dichloromethane. The extract was washed with water and dried over anhydrous magnesium sulfate. After the solvent was removed under reduced press...